Task: describe an organic reaction: reactants, conditions, products, and yield. Dataset: the Open Reaction Database (ORD), a public repository of structured organic reaction records The reactants are C(#N)CC(=O)O (Cyanoacetic acid), N1CC(CCC1)CO (3-piperidinemethanol), C=O (formaldehyde). Run in O1CCOCC1 (dioxane). Product: OCC1CN(CCC1)CC(C#N)=C (2-[(3-Hydroxymethyl-1-piperidyl)methyl)propenenitrile). Reaction SMILES: [C:1]([CH2:3][C:4](O)=O)#[N:2].[NH:7]1[CH2:12][CH2:11][CH2:10][CH:9]([CH2:13][OH:14])[CH2:8]1.[CH2:15]=O>O1CCOCC1>[OH:14][CH2:13][CH:9]1[CH2:10][CH2:11][CH2:12][N:7]([CH2:15][C:3](=[CH2:4])[C:1]#[N:2])[CH2:8]1. Reported procedure: Cyanoacetic acid (25.5 g., 0.3 mole) was dissolved in 75 ml. of dioxane, cooled to 0°-10° C., and with the cooling bath in place, 3-piperidinemethanol (34.5 g., 0.3 mole) dripped in. The temperature then rose upon the addition of 37% aqueous formaldehyde (50 g., 0.6 mole) to 30° C. with the cold bath removed. After mixing overnight at room temperature, the mixture was concentrated in a rotary evaporator, saturated with sodium chloride and extracted with ether. The organic phase was washed with s... Reactants: N(=O)[O-].[Na+] (sodium nitrite), [N+](=O)([O-])NC1=CC=CC=C1 (nitroaniline), Cl (hydrochloric acid), C([O-])(O)=O.[Na+] (sodium bicarbonate), C[S-].[Na+] (sodium thiomethoxide). Run in O (water). The product is CSC1=C(C(=CC=C1)[N+](=O)[O-])O (2-methylthio-6-nitrophenol). Yield: 19.8%. As a reaction SMILES: [N+](N[C:5]1C=[CH:9][CH:8]=[CH:7][CH:6]=1)([O-])=O.Cl.[N:12]([O-:14])=[O:13].[Na+].[C:16](=[O:19])(O)[O-].[Na+].[CH3:21][S-:22].[Na+]>O>[CH3:21][S:22][C:9]1[CH:8]=[CH:7][CH:6]=[C:5]([N+:12]([O-:14])=[O:13])[C:16]=1[OH:19] |f:2.3,4.5,6.7|. Reported procedure: To the resulting nitroaniline (5.80 g, 23.7 mmol) was added concentrated hydrochloric acid (10 ml) with ice cooling and, with stirring, a solution of sodium nitrite (4.27 g, 61.9 mmol) in water (5 ml) was dropped into the resulting suspension during 10 minutes. The mixture was stirred for 1 hour in an ice bath, adjusted to pH, 7 with a saturated aqueous solution of sodium bicarbonate, then sodium thiomethoxide (2.00 g, 28.5 mmol) was added thereto, and the mixture was stirred for 5 minutes. This... RXN SMILES: [H-].[Na+].[SH:3][C:4]1[S:5][C:6]2[CH:12]=[CH:11][CH:10]=[CH:9][C:7]=2[N:8]=1.[H][H].Cl[CH2:16][CH:17]([OH:20])[CH2:18][OH:19]>CN(C=O)C.[I-].[Na+]>[S:5]1[C:6]2[CH:12]=[CH:11][CH:10]=[CH:9][C:7]=2[N:8]=[C:4]1[S:3][CH2:16][CH:17]([OH:20])[CH2:18][OH:19] |f:0.1,6.7|. The yield is 62.2%. The reactants are ClCC(CO)O (1-chloro-2,3-dihydroxypropane), [H-].[Na+] (NaH), SC=1SC2=C(N1)C=CC=C2 (2-mercaptobenzothiazole), [H][H] (hydrogen). The reagents and catalysts are [I-].[Na+] (sodium iodide). The product is S1C(=NC2=C1C=CC=C2)SCC(CO)O (1-(benzothiazol-2-ylthio)-2,3-dihydroxypropane). The solvent is CN(C)C=O (DMF). Conditions: temperature 40 celsius, time 15 minute. Procedure: 1.80 g (60 mmol) of an 80% strength NaH/oil dispersion were added (with cooling) to a solution of 10.04 g (60 mmol) of 2-mercaptobenzothiazole in 100 ml of absolute DMF at about 40° C., and the mixture was stirred for 15 minutes at 40° C., after which the evolution of hydrogen was complete. 6.63 g (5.02 ml, 60 mmol) of 1-chloro-2,3-dihydroxypropane and 0.30 g (2 mmol) of powdered sodium iodide were added, the mixture was stirred for 3 hours at 87° C., and the DMF was subsequently substantially r... Reactants: O=C1N(CN(C12CCN(CC2)CCCN2C(NC1=C2C=CC=C1)=O)C1=CC=CC=C1)CC=1C=C(C(=O)OC)C=CC1 (methyl 3-((4-oxo-8-(3-(2-oxo-2,3-dihydro-1H-benzo[d]imidazol-1-yl)propyl)-1-phenyl-1,3,8-triazaspiro[4.5]decan-3-yl)methyl)benzoate), N12C[C@H](C(CC1)CC2)O ((S)-3-quinuclidinol). The reagents and catalysts are CC(C)O.CC(C)O.CC(C)O.CC(C)O.[Ti] (titanium(IV)-i-propoxide). The solvent is CO.ClCCl (methanol dichloromethane), C1(=CC=CC=C1)C (toluene). Yields the product O=C1N(CN(C12CCN(CC2)CCCN2C(NC1=C2C=CC=C1)=O)C1=CC=CC=C1)CC=1C=C(C(=O)O[C@@H]2CN3CCC2CC3)C=CC1 ((S)-Quinuclidin-3-yl 3-((4-oxo-8-(3-(2-oxo-2,3-dihydro-1H-benzo[d]imidazol-1-yl)propyl)-1-phenyl-1,3,8-triazaspiro[4.5]decan-3-yl)methyl)benzoate), acetate salt. Isolated yield 34.0%. As a reaction SMILES: [O:1]=[C:2]1[C:6]2([CH2:11][CH2:10][N:9]([CH2:12][CH2:13][CH2:14][N:15]3[C:19]4[CH:20]=[CH:21][CH:22]=[CH:23][C:18]=4[NH:17][C:16]3=[O:24])[CH2:8][CH2:7]2)[N:5]([C:25]2[CH:30]=[CH:29][CH:28]=[CH:27][CH:26]=2)[CH2:4][N:3]1[CH2:31][C:32]1[CH:33]=[C:34]([CH:39]=[CH:40][CH:41]=1)[C:35]([O:37][CH3:38])=[O:36].[N:42]12[CH2:49]C[CH:45]([CH2:46][CH2:47]1)[C@H:44](O)[CH2:43]2>C1(C)C=CC=CC=1.CO.ClCCl.CC(O)C.CC(O)C.CC(O)C.CC(O)C.[Ti]>[O:1]=[C:2]1[C:6]2([CH2:11][CH2:10][N:9]([CH2:12][CH2:13][CH2:14][N:15]3[C:19]4[CH:20]=[CH:21][CH:22]=[CH:23][C:18]=4[NH:17][C:16]3=[O:24])[CH2:8][CH2:7]2)[N:5]([C:25]2[CH:30]=[CH:29][CH:28]=[CH:27][CH:26]=2)[CH2:4][N:3]1[CH2:31][C:32]1[CH:33]=[C:34]([CH:39]=[CH:40][CH:41]=1)[C:35]([O:37][C@H:38]1[CH:45]2[CH2:46][CH2:47][N:42]([CH2:43][CH2:44]2)[CH2:49]1)=[O:36] |f:3.4,5.6.7.8.9|. Reported procedure: To a refluxing solution of methyl 3-((4-oxo-8-(3-(2-oxo-2,3-dihydro-1H-benzo[d]imidazol-1-yl)propyl)-1-phenyl-1,3,8-triazaspiro[4.5]decan-3-yl)methyl)benzoate (0.2 g, 0.36 mmol) and (S)-3-quinuclidinol (0.184 g, 1.44 mmol) in toluene (2 mL), was added titanium(IV)-i-propoxide (0.105 mL, 0.36 mmol, d=0.97). After refluxing for 18 h, the reaction mixture was diluted with 5% methanol/dichloromethane, washed with water and brine. The organic phase was dried over MgSO4, filtered, concentrated and iso... Reactants: ClC1=C(C=CC(=C1)Cl)C1=C(C(=NC=2N1C=C(N2)C(=O)OCC)C)C(=O)OC(C)(C)C (6-tert-butyl 2-ethyl 5-(2,4-dichlorophenyl)-7-methylimidazo[1,2-a]pyrimidine-2,6-dicarboxylate), C(=O)(C(F)(F)F)O (TFA). Run in C(Cl)Cl (CH2Cl2). Reaction conditions: temperature 60 celsius. Product: ClC1=C(C=CC(=C1)Cl)C1=C(C(=NC=2N1C=C(N2)C(=O)OCC)C)C(=O)O (5-(2,4-dichlorophenyl)-2-(ethoxycarbonyl)-7-methylimidazo[1,2-a]pyrimidine-6-carboxylic acid). Yield: 100.3%. Reaction SMILES: [Cl:1][C:2]1[CH:7]=[C:6]([Cl:8])[CH:5]=[CH:4][C:3]=1[C:9]1[N:14]2[CH:15]=[C:16]([C:18]([O:20][CH2:21][CH3:22])=[O:19])[N:17]=[C:13]2[N:12]=[C:11]([CH3:23])[C:10]=1[C:24]([O:26]C(C)(C)C)=[O:25].C(O)(C(F)(F)F)=O>C(Cl)Cl>[Cl:1][C:2]1[CH:7]=[C:6]([Cl:8])[CH:5]=[CH:4][C:3]=1[C:9]1[N:14]2[CH:15]=[C:16]([C:18]([O:20][CH2:21][CH3:22])=[O:19])[N:17]=[C:13]2[N:12]=[C:11]([CH3:23])[C:10]=1[C:24]([OH:26])=[O:25]. Procedure details: To a stirred solution of 6-tert-butyl 2-ethyl 5-(2,4-dichlorophenyl)-7-methylimidazo[1,2-a]pyrimidine-2,6-dicarboxylate (1.14 g, 2.53 mmol) in CH2Cl2 (5 mL) was added TFA (5 mL). The reaction was heated to 60° C. for 30 h and concentrated under reduced pressure to obtain 5-(2,4-dichlorophenyl)-2-(ethoxycarbonyl)-7-methylimidazo[1,2-a]pyrimidine-6-carboxylic acid (1 g, 100% crude yield) as a yellow oil. Starting materials: C(#C)C1=CC=C(C=C1)CC(C)NC(C)=O (N-(1-(4-ethynylphenyl)propan-2-yl)acetamide), ClC1=NC=C(C=N1)I (2-chloro-5-iodopyrimidine). Reagents/catalysts: Cl[Pd]([P](C1=CC=CC=C1)(C2=CC=CC=C2)C3=CC=CC=C3)([P](C4=CC=CC=C4)(C5=CC=CC=C5)C6=CC=CC=C6)Cl (bis(triphenylphosphine)dichloropalladium). Run in O (water), C(C)(CC)N (sec-butylamine), O (water). The product is C(C)(CC)NC1=NC=C(C=N1)C#CC1=CC=C(C=C1)CC(C)NC(C)=O (N-(1-(4-((2-(sec-Butylamino)pyrimidin-5-yl)ethynyl)phenyl)propan-2-yl)acetamide). As a reaction SMILES: [C:1]([C:3]1[CH:8]=[CH:7][C:6]([CH2:9][CH:10]([NH:12][C:13](=[O:15])[CH3:14])[CH3:11])=[CH:5][CH:4]=1)#[CH:2].Cl[C:17]1[N:22]=[CH:21][C:20](I)=[CH:19][N:18]=1>O.C(N)(CC)C.Cl[Pd](Cl)([P](C1C=CC=CC=1)(C1C=CC=CC=1)C1C=CC=CC=1)[P](C1C=CC=CC=1)(C1C=CC=CC=1)C1C=CC=CC=1>[CH:10]([NH:12][C:17]1[N:22]=[CH:21][C:20]([C:2]#[C:1][C:3]2[CH:8]=[CH:7][C:6]([CH2:9][CH:10]([NH:12][C:13](=[O:15])[CH3:14])[CH3:11])=[CH:5][CH:4]=2)=[CH:19][N:18]=1)([CH2:9][CH3:6])[CH3:11] |^1:32,51|. Procedure details: 2.50 g (12.4 mmol) N-(1-(4-ethynylphenyl)propan-2-yl)acetamide (I58.3), 3.0 g (12.42 mmol) 2-chloro-5-iodopyrimidine and 872 mg (1.24 mmol) bis(triphenylphosphine)dichloropalladium in 10 mL water and 10 mL sec-butylamine are stirred at r.t. over night. The reaction mixture is diluted with water and extracted with DCM. The organic layer is dried with Na2SO4 and the solvent is removed in vacuo. The residue is purified by column chromatography (silica gel, DCM/MeOH 98/2).